describe an organic reaction: reactants, conditions, products, and yield From a dataset of the Open Reaction Database (ORD), a public repository of structured organic reaction records. Reactants: C[S-], CCOC(C)=O, CN(C)C=O, COc1cc(C)c(C(=O)c2c(C(F)(F)F)ccnc2Cl)c(OC)c1OC, [Na+], O. The product is COc1cc(C)c(C(=O)c2c(C(F)(F)F)ccnc2SC)c(OC)c1OC. RXN SMILES: [CH3:1][S-:2].[CH3:36][CH2:37][O:38][C:39](=[O:40])[CH3:41].[CH3:4][N:5]([CH3:6])[CH:7]=[O:8].[CH3:9][O:10][c:11]1[c:12]([C:13](=[O:14])[c:15]2[c:16]([Cl:25])[n:17][cH:18][cH:19][c:20]2[C:21]([F:22])([F:23])[F:24])[c:26]([CH3:34])[cH:27][c:28]([O:32][CH3:33])[c:29]1[O:30][CH3:31].[Na+:3].[OH2:35]>>[CH3:1][S:2][c:16]1[c:15]([C:13]([c:12]2[c:11]([O:10][CH3:9])[c:29]([O:30][CH3:31])[c:28]([O:32][CH3:33])[cH:27][c:26]2[CH3:34])=[O:14])[c:20]([C:21]([F:22])([F:23])[F:24])[cH:19][cH:18][n:17]1. The product is C(C1=CC=CC=C1)NC(=O)N(/N=C/C1=CN=C2N1C=C(C=C2)C=2C=NC=CC2)C ((E)-N-benzyl-1-methyl-2-((6-(pyridin-3-yl)imidazo[1,2-a]pyridin-3-yl)methylene)hydrazinecarboxamide). Procedure details: Methyl hydrazine (41.25 mg, 0.8968 mmoles) was added to ethanolic solution of 6-(pyridin-3-yl)imidazo[1,2-a]pyridine-3-carbaldehyde (100 mg, 0.4484 mmoles) at RT. The reaction mixture was heated at 85° C. for 1.5 hours. The solvent was then evaporated. The residue was dissolved in ethanol (5 ml), followed by addition of benzyl isocyanate (140.58 mg, 0.6726 mmoles). The reaction mixture was refluxed for 2 hours, then the solvent was evaporated. Water was poured into the residue and the aqueous so... Reaction SMILES: [CH3:1][NH:2][NH2:3].[N:4]1[CH:9]=[CH:8][CH:7]=[C:6]([C:10]2[CH:11]=[CH:12][C:13]3[N:14]([C:16]([CH:19]=O)=[CH:17][N:18]=3)[CH:15]=2)[CH:5]=1.[CH2:21]([N:28]=[C:29]=[O:30])[C:22]1[CH:27]=[CH:26][CH:25]=[CH:24][CH:23]=1>>[CH2:21]([NH:28][C:29]([N:2]([CH3:1])/[N:3]=[CH:19]/[C:16]1[N:14]2[CH:15]=[C:10]([C:6]3[CH:5]=[N:4][CH:9]=[CH:8][CH:7]=3)[CH:11]=[CH:12][C:13]2=[N:18][CH:17]=1)=[O:30])[C:22]1[CH:27]=[CH:26][CH:25]=[CH:24][CH:23]=1. Conditions: temperature 85 celsius. Isolated yield 41.0%. Starting materials: CNN (Methyl hydrazine), N1=CC(=CC=C1)C=1C=CC=2N(C1)C(=CN2)C=O (6-(pyridin-3-yl)imidazo[1,2-a]pyridine-3-carbaldehyde), C(C1=CC=CC=C1)N=C=O (benzyl isocyanate). Starting materials: C(C)(C)(C)C=1OC(=C(N1)C1=CC=C(C=C1)F)Br (2-(tert-butyl)-4-(4-fluorophenyl)-5-bromooxazole), C(C(C)C)N1C(=NC2=C1C=C(C=C2)Br)N (1-isobutyl-2-amino-6-bromobenzimidazole), C([O-])([O-])=O.[Cs+].[Cs+] (cesium carbonate), C1(=CC=CC=C1)P(C1=CC=CC=C1)C1=CC=CC=C1 (triphenylphosphine). Run at temperature 100 celsius, time 18 hour. Procedure details: Bubble nitrogen through a suspension of 2-(tert-butyl)-4-(4-fluorophenyl)-5-bromooxazole (2.0 g, 9.1 mmol), 1-isobutyl-2-amino-6-bromobenzimidazole (4.98 g, 18.6 mmol), cesium carbonate (6.06 g, 18.6 mmol), palladium(II) acetate (0.201 g) and triphenylphosphine (1.2 g, 4.5 mmol) in 15 mL dimethylformamide for 3 minutes. Stir the reaction mixture at 100° C. for 18 hours. Cool to room temperature. Partition between ethyl acetate and saturated aqueous sodium chloride. Wash the organic layer with sa... RXN SMILES: [C:1]([C:5]1[O:6][C:7](Br)=[C:8]([C:10]2[CH:15]=[CH:14][C:13]([F:16])=[CH:12][CH:11]=2)[N:9]=1)([CH3:4])([CH3:3])[CH3:2].[CH2:18]([N:22]1[C:26]2[CH:27]=[C:28](Br)[CH:29]=[CH:30][C:25]=2[N:24]=[C:23]1[NH2:32])[CH:19]([CH3:21])[CH3:20].C(=O)([O-])[O-].[Cs+].[Cs+].C1(P(C2C=CC=CC=2)C2C=CC=CC=2)C=CC=CC=1>CN(C)C=O.C([O-])(=O)C.[Pd+2].C([O-])(=O)C>[CH2:18]([N:22]1[C:26]2[CH:27]=[C:28]([C:7]3[O:6][C:5]([C:1]([CH3:4])([CH3:3])[CH3:2])=[N:9][C:8]=3[C:10]3[CH:15]=[CH:14][C:13]([F:16])=[CH:12][CH:11]=3)[CH:29]=[CH:30][C:25]=2[N:24]=[C:23]1[NH2:32])[CH:19]([CH3:21])[CH3:20] |f:2.3.4,7.8.9|. Run in CN(C=O)C (dimethylformamide). The reagents and catalysts are C(C)(=O)[O-].[Pd+2].C(C)(=O)[O-] (palladium(II) acetate). Yields the product C(C(C)C)N1C(=NC2=C1C=C(C=C2)C2=C(N=C(O2)C(C)(C)C)C2=CC=C(C=C2)F)N (1-isobutyl-2-amino-6-(2-(tert-butyl)-4-(4-fluorophenyl)oxazol-5-yl)-1H-benzimidazole). Yield: 27.0%. Reactants: O=C([O-])[O-], Cc1oc(-c2cccc(OS(C)(=O)=O)c2)nc1CCl, CN(C)C=O, [K+], [K+], COc1cc(C=O)ccc1O, O. Product: COc1cc(C=O)ccc1OCc1nc(-c2cccc(OS(C)(=O)=O)c2)oc1C. Reaction SMILES: [C:20](=[O:21])([O-:22])[O-:23].[CH3:1][S:2](=[O:3])(=[O:4])[O:5][c:6]1[cH:7][c:8](-[c:12]2[o:13][c:14]([CH3:19])[c:15]([CH2:17][Cl:18])[n:16]2)[cH:9][cH:10][cH:11]1.[CH3:37][N:38]([CH3:39])[CH:40]=[O:41].[K+:24].[K+:25].[O:26]=[CH:27][c:28]1[cH:29][c:30]([O:31][CH3:32])[c:33]([OH:34])[cH:35][cH:36]1.[OH2:42]>>[CH3:1][S:2](=[O:3])(=[O:4])[O:5][c:6]1[cH:7][c:8](-[c:12]2[o:13][c:14]([CH3:19])[c:15]([CH2:17][O:34][c:33]3[c:30]([O:31][CH3:32])[cH:29][c:28]([CH:27]=[O:26])[cH:36][cH:35]3)[n:16]2)[cH:9][cH:10][cH:11]1.